From a dataset of the Open Reaction Database (ORD), a public repository of structured organic reaction records. describe an organic reaction: reactants, conditions, products, and yield The reactants are L(+)-diethyl tartarate, C(#N)C(C1=CC=CC=C1)O (α-cyanobenzyl alcohol), C#N (hydrogen cyanide), C(C1=CC=CC=C1)=O (benzaldehyde). Reagents/catalysts: [Ti] (titanate). Run in ClCCl (dichloromethane). Reaction conditions: time 30 minute. Product: C(#N)[C@@H](C1=CC=CC=C1)O ((R)-(+)-α-cyanobenzyl alcohol). Isolated yield 55.0%. As a reaction SMILES: C#N.C(=O)C1C=CC=CC=1.[C:11]([CH:13]([OH:20])[C:14]1[CH:19]=[CH:18][CH:17]=[CH:16][CH:15]=1)#[N:12]>ClCCl.[Ti]>[C:11]([C@H:13]([OH:20])[C:14]1[CH:19]=[CH:18][CH:17]=[CH:16][CH:15]=1)#[N:12]. Procedure: To a solution of L(+)-diethyl tartarate (412 mg) in absolute dichloromethane (20 ml), tetaraisopropyl titanate (568 mg) was dropwise added and stirred at room temperature for 30 minutes. After evaporating volatile components off in the same manner as in Example 1, to the residue, dichloromethane (20 ml) was added and stirred at room temperature to obtain a homogeneous solution. After cooling the resulting solution to 0° C., hydrogen cyanide (0.4 ml) and then benzaldehyde (212 mg) were added and ... Reactants: C(C)(C)(C)OC(=O)N1CC=2N(C=3C=CC=CC3C2C(C(F)(F)F)=O)CC1 (10-(2,2,2-trifluoro-acetyl)-3,4-dihydro-1H-pyrazino[1,2-a]indole-2-carboxylic acid tert-butyl ester), [H-].[Na+] (sodium hydride), O (water). Run in CN(C=O)C (N,N-dimethylformamide), CN(C=O)C (N,N-dimethylformamide), COC(C)(C)C (tert-butyl methyl ether). Yields the product C(C)(C)(C)OC(=O)N1CC=2N(C=3C=CC=CC3C2C(=O)O)CC1 (3,4-Dihydro-1H-pyrazino[1,2-a]indole-2,10-dicarboxylic acid 2-tert-butyl ester). Isolated yield 86.2%. RXN SMILES: [C:1]([O:5][C:6]([N:8]1[CH2:26][CH2:25][N:11]2[C:12]3[CH:13]=[CH:14][CH:15]=[CH:16][C:17]=3[C:18]([C:19](=[O:24])C(F)(F)F)=[C:10]2[CH2:9]1)=[O:7])([CH3:4])([CH3:3])[CH3:2].[H-].[Na+].[OH2:29]>CN(C)C=O.COC(C)(C)C>[C:1]([O:5][C:6]([N:8]1[CH2:26][CH2:25][N:11]2[C:12]3[CH:13]=[CH:14][CH:15]=[CH:16][C:17]=3[C:18]([C:19]([OH:24])=[O:29])=[C:10]2[CH2:9]1)=[O:7])([CH3:2])([CH3:3])[CH3:4] |f:1.2|. Reported procedure: To a solution of 0.29 g (0.77 mmol) 10-(2,2,2-trifluoro-acetyl)-3,4-dihydro-1H-pyrazino[1,2-a]indole-2-carboxylic acid tert-butyl ester in 7 ml N,N-dimethylformamide were subsequently added 0.22 g (4.6 mmol) sodium hydride (50% in oil) and a solution of 0.070 ml (3.9 mmol) water in 1 ml N,N-dimethylformamide at room temperature. The reaction mixture was diluted with tert-butyl methyl ether after 2 h and extracted with 1 M sodium hydroxide solution (2×30 ml). The combined aqueous layers were acid... Reactants: Nc1ccc(-c2ccccc2Cl)cn1, Cc1ccc(F)cc1S(=O)(=O)Cl, c1ccncc1. Product: Cc1ccc(F)cc1S(=O)(=O)Nc1ccc(-c2ccccc2Cl)cn1. As a reaction SMILES: [Cl:1][c:2]1[c:3](-[c:8]2[cH:9][cH:10][c:11]([NH2:14])[n:12][cH:13]2)[cH:4][cH:5][cH:6][cH:7]1.[F:15][c:16]1[cH:17][cH:18][c:19]([CH3:26])[c:20]([S:22](=[O:23])(=[O:24])[Cl:25])[cH:21]1.[cH:27]1[cH:28][cH:29][n:30][cH:31][cH:32]1>>[Cl:1][c:2]1[c:3](-[c:8]2[cH:9][cH:10][c:11]([NH:14][S:22]([c:20]3[c:19]([CH3:26])[cH:18][cH:17][c:16]([F:15])[cH:21]3)(=[O:23])=[O:24])[n:12][cH:13]2)[cH:4][cH:5][cH:6][cH:7]1. The reactants are N1=C(C=CC=C1)NCCNC(=O)C=1C=CC2=C(CC3=C(C(C2)CC(=O)OCC)C=CC=C3)C1 (ethyl (±)-10,11-dihydro-3-[[[2-(2-pyridylamino)ethyl]amino]carbonyl]-5H-dibenzo[a,d]cycloheptene-10-acetate), [OH-].[Na+] (NaOH). Run in CCO (EtOH). Reaction conditions: time 23 hour. Product: N1=C(C=CC=C1)NCCNC(=O)C=1C=CC2=C(CC3=C(C(C2)CC(=O)O)C=CC=C3)C1 ((±)-10,11-dihydro-3-[[[2-(2-pyridylamino)ethyl]amino]carbonyl]-5H-dibenzo[a,d]cycloheptene-10-acetic acid). Yield: 51.2%. Reaction SMILES: [N:1]1[CH:6]=[CH:5][CH:4]=[CH:3][C:2]=1[NH:7][CH2:8][CH2:9][NH:10][C:11]([C:13]1[CH:14]=[CH:15][C:16]2[CH2:22][CH:21]([CH2:23][C:24]([O:26]CC)=[O:25])[C:20]3[CH:29]=[CH:30][CH:31]=[CH:32][C:19]=3[CH2:18][C:17]=2[CH:33]=1)=[O:12].[OH-].[Na+]>CCO>[N:1]1[CH:6]=[CH:5][CH:4]=[CH:3][C:2]=1[NH:7][CH2:8][CH2:9][NH:10][C:11]([C:13]1[CH:14]=[CH:15][C:16]2[CH2:22][CH:21]([CH2:23][C:24]([OH:26])=[O:25])[C:20]3[CH:29]=[CH:30][CH:31]=[CH:32][C:19]=3[CH2:18][C:17]=2[CH:33]=1)=[O:12] |f:1.2|. Procedure: A solution of ethyl (±)-10,11-dihydro-3-[[[2-(2-pyridylamino)ethyl]amino]carbonyl]-5H-dibenzo[a,d]cycloheptene-10-acetate (199.1 mg, 0.45 mmole) and 1.0 N NaOH (0.54 mL, 0.54 mmole) in absolute EtOH (4 mL) was warmed in an oil bath set at 45° C. After 23 hr, the reaction was concentrated and the residue was purified by ODS chromatography (gradient: 30% MeOH/H2O then 40% MeOH/H2O). Concentration and lyophilization gave the title compound (95.8 mg, 46%) as a nearly colorless powder: HPLC (PRP-1®, ... Starting materials: C(C)OC(=O)CN1C(=NC2=C1C=C(C=C2)N(CCN(C)C)S(=O)(=O)C2=CC=CC=C2)COC2=CC=C(C=C2)C#N (1-ethoxycarbonylmethyl-2-[(4-cyanophenyl)-oxymethyl]-6-[N-(2-dimethylaminoethyl)-benzenesulphonylamino]-benzimidazole), Cl.C([O-])([O-])=O.[NH4+].[NH4+] (hydrochloric acid ammonium carbonate). Run in C(C)O (ethanol). The product is C(C)OC(=O)CN1C(=NC2=C1C=C(C=C2)N(CCN(C)C)S(=O)(=O)C2=CC=CC=C2)COC2=CC=C(C=C2)C(N)=N (1-ethoxycarbonylmethyl-2-[(4-amidinophenyl)-oxymethyl]-6-[N-(2-dimethylaminoethyl)-benzenesulphonylamino]-benzimidazole). RXN SMILES: [CH2:1]([O:3][C:4]([CH2:6][N:7]1[C:11]2[CH:12]=[C:13]([N:16]([S:22]([C:25]3[CH:30]=[CH:29][CH:28]=[CH:27][CH:26]=3)(=[O:24])=[O:23])[CH2:17][CH2:18][N:19]([CH3:21])[CH3:20])[CH:14]=[CH:15][C:10]=2[N:9]=[C:8]1[CH2:31][O:32][C:33]1[CH:38]=[CH:37][C:36]([C:39]#[N:40])=[CH:35][CH:34]=1)=[O:5])[CH3:2].Cl.C(=O)([O-])[O-].[NH4+:46].[NH4+]>C(O)C>[CH2:1]([O:3][C:4]([CH2:6][N:7]1[C:11]2[CH:12]=[C:13]([N:16]([S:22]([C:25]3[CH:30]=[CH:29][CH:28]=[CH:27][CH:26]=3)(=[O:24])=[O:23])[CH2:17][CH2:18][N:19]([CH3:21])[CH3:20])[CH:14]=[CH:15][C:10]=2[N:9]=[C:8]1[CH2:31][O:32][C:33]1[CH:34]=[CH:35][C:36]([C:39](=[NH:46])[NH2:40])=[CH:37][CH:38]=1)=[O:5])[CH3:2] |f:1.2.3.4|. Procedure details: Prepared analogously to Example 1e from 1-ethoxycarbonylmethyl-2-[(4-cyanophenyl)-oxymethyl]-6-[N-(2-dimethylaminoethyl)-benzenesulphonylamino]-benzimidazole and hydrochloric acid/ammonium carbonate in ethanol. Starting materials: OC1=CC=C(C=C1)O (1,4-dihydroxybenzene), C1=CC=CC=C1 (benzene), CCOCC (ether), C1(CC1)C(=O)Cl (cyclopropane carboxylic acid chloride), [Mg] (magnesium). Product: C1(CC1)C(=O)OC1=CC=C(C=C1)OC(=O)C1CC1 (p-phenylene bis(cyclopropanecarboxylate)). RXN SMILES: [OH:1][C:2]1[CH:7]=[CH:6][C:5]([OH:8])=[CH:4][CH:3]=1.[CH:9]1([C:12](Cl)=[O:13])[CH2:11][CH2:10]1.[Mg].[CH:16]1[CH:21]=[CH:20][CH:19]=CC=1.CC[O:24]CC>>[CH:9]1([C:12]([O:1][C:2]2[CH:7]=[CH:6][C:5]([O:8][C:19]([CH:20]3[CH2:16][CH2:21]3)=[O:24])=[CH:4][CH:3]=2)=[O:13])[CH2:11][CH2:10]1. Procedure details: A mixture of 5.5 g. of 1,4-dihydroxybenzene, 15 g. of cyclopropane carboxylic acid chloride and 2.4 g. of magnesium in 55 ml. of dry benzene is refluxed for eight hours. The solution is then diluted with ether, washed with aqueous sodium bicarbonate, dilute aqueous hydrochloric acid, water and brine, dried over calcium sulfate, and recrystallized from ethanol/water to yield p-phenylene bis(cyclopropanecarboxylate), having a melting point of 137°. (II; p' and p" are zero, A is 1,4-phenylene).